This data is from the Open Reaction Database (ORD), a public repository of structured organic reaction records. The task is: describe an organic reaction: reactants, conditions, products, and yield Reactants: Cl (HCl), C(C)(C)(C)OC(=O)N1CCC(CC1)N1N=CC(=C1)C=1C=NC(=C(C1)B1OC(C(O1)(C)C)(C)C)N (4-{4-[6-amino-5-(4,4,5,5-tetramethyl-[1,3,2]dioxaborolan-2-yl)-pyridin-3-yl]-pyrazol-1-yl}-piperidine-1-carboxylic acid tert-butyl ester), ClC=1SC2=C(N1)C(=CC=C2)C(F)(F)F (2-chloro-4-trifluoromethyl-1,3-benzothiazole), C([O-])([O-])=O.[K+].[K+] (potassium carbonate). The reagents and catalysts are C=1C=CC(=CC1)[P](C=2C=CC=CC2)(C=3C=CC=CC3)[Pd]([P](C=4C=CC=CC4)(C=5C=CC=CC5)C=6C=CC=CC6)([P](C=7C=CC=CC7)(C=8C=CC=CC8)C=9C=CC=CC9)[P](C=1C=CC=CC1)(C=1C=CC=CC1)C=1C=CC=CC1 (Pd(PPh3)4). The solvent is C(C)OCC (diethyl ether), COCCOC (DME), O (H2O), C(Cl)Cl (DCM). Conditions: temperature 100 celsius, time 8 hour. Product: N1CCC(CC1)N1N=CC(=C1)C=1C=C(C(=NC1)N)C=1SC2=C(N1)C(=CC=C2)C(F)(F)F (5-(1-Piperidin-4-yl-1H-pyrazol-4-yl)-3-(4-trifluoromethylbenzothiazol-2-yl)-pyridin-2-ylamine). RXN SMILES: C(OC([N:8]1[CH2:13][CH2:12][CH:11]([N:14]2[CH:18]=[C:17]([C:19]3[CH:20]=[N:21][C:22]([NH2:34])=[C:23](B4OC(C)(C)C(C)(C)O4)[CH:24]=3)[CH:16]=[N:15]2)[CH2:10][CH2:9]1)=O)(C)(C)C.Cl[C:36]1[S:37][C:38]2[CH:44]=[CH:43][CH:42]=[C:41]([C:45]([F:48])([F:47])[F:46])[C:39]=2[N:40]=1.C(=O)([O-])[O-].[K+].[K+].Cl>COCCOC.O.C(Cl)Cl.C(OCC)C.C1C=CC([P]([Pd]([P](C2C=CC=CC=2)(C2C=CC=CC=2)C2C=CC=CC=2)([P](C2C=CC=CC=2)(C2C=CC=CC=2)C2C=CC=CC=2)[P](C2C=CC=CC=2)(C2C=CC=CC=2)C2C=CC=CC=2)(C2C=CC=CC=2)C2C=CC=CC=2)=CC=1>[NH:8]1[CH2:9][CH2:10][CH:11]([N:14]2[CH:18]=[C:17]([C:19]3[CH:24]=[C:23]([C:36]4[S:37][C:38]5[CH:44]=[CH:43][CH:42]=[C:41]([C:45]([F:48])([F:47])[F:46])[C:39]=5[N:40]=4)[C:22]([NH2:34])=[N:21][CH:20]=3)[CH:16]=[N:15]2)[CH2:12][CH2:13]1 |f:2.3.4,^1:74,76,95,114|. Procedure details: A mixture of 4-{4-[6-amino-5-(4,4,5,5-tetramethyl-[1,3,2]dioxaborolan-2-yl)-pyridin-3-yl]-pyrazol-1-yl}-piperidine-1-carboxylic acid tert-butyl ester (BB8) (75 mg, 0.16 mmol), 2-chloro-4-trifluoromethyl-1,3-benzothiazole (46 mg, 0.19 mmol), potassium carbonate (66 mg, 0.48 mmol), Pd(PPh3)4 (18 mg, 0.016 mmol) in DME (3 mL) and H2O (1 mL) was evacuated and refilled with N2 (3×), then it was heated at 100° C. for 30 min in the microwave reactor. The mixture was diluted with EtOAc (30 mL), washed w...